This data is from the Open Reaction Database (ORD), a public repository of structured organic reaction records. The task is: describe an organic reaction: reactants, conditions, products, and yield Starting materials: CC1(C)CC(=O)c2c(C(F)(F)F)nn(-c3ccc(C#N)c(Br)c3)c2C1, Cc1ccccc1, CCOC(C)=O, CC(C)(C)[O-], NC1CCOCC1, [Na+], CC(=O)[O-], CC(=O)[O-], O, [Pd+2]. The product is CC1(C)CC(=O)c2c(C(F)(F)F)nn(-c3ccc(C#N)c(NC4CCOCC4)c3)c2C1. Reaction SMILES: [Br:14][c:15]1[c:16]([C:17]#[N:18])[cH:19][cH:20][c:21](-[n:23]2[n:24][c:25]([C:35]([F:36])([F:37])[F:38])[c:26]3[c:31]2[CH2:30][C:29]([CH3:32])([CH3:33])[CH2:28][C:27]3=[O:34])[cH:22]1.[CH3:39][c:40]1[cH:41][cH:42][cH:43][cH:44][cH:45]1.[CH3:47][CH2:48][O:49][C:50](=[O:51])[CH3:52].[CH3:8][C:9]([CH3:10])([O-:11])[CH3:12].[NH2:1][CH:2]1[CH2:3][CH2:4][O:5][CH2:6][CH2:7]1.[Na+:13].[O-:54][C:55]([CH3:56])=[O:57].[O-:58][C:59]([CH3:60])=[O:61].[OH2:46].[Pd+2:53]>>[NH:1]([CH:2]1[CH2:3][CH2:4][O:5][CH2:6][CH2:7]1)[c:15]1[c:16]([C:17]#[N:18])[cH:19][cH:20][c:21](-[n:23]2[n:24][c:25]([C:35]([F:36])([F:37])[F:38])[c:26]3[c:31]2[CH2:30][C:29]([CH3:32])([CH3:33])[CH2:28][C:27]3=[O:34])[cH:22]1. The reactants are Cl (HCl), [Na] (Sodium), C(C(=O)OCC)(=O)OCC (diethyl oxalate), ClC=1N=CC=2CCCC(C2C1)=O (3-chloro-7,8-dihydro-6H-isoquinolin-5-one). Solvent: CCO (EtOH), CCO (EtOH). Conditions: time 3 hour. Product: C(C)OC(C(=O)C1C(C=2C=C(N=CC2CC1)Cl)=O)=O ((3-Chloro-5-oxo-5,6,7,8-tetrahydro-isoquinolin-6-yl)-oxo-acetic acid ethyl ester). As a reaction SMILES: [Na].[C:2]([O:9][CH2:10][CH3:11])(=[O:8])[C:3]([O:5]CC)=O.[Cl:12][C:13]1[N:14]=[CH:15][C:16]2[CH2:17][CH2:18][CH2:19][C:20](=[O:23])[C:21]=2[CH:22]=1.Cl>CCO>[CH2:10]([O:9][C:2](=[O:8])[C:3]([CH:19]1[CH2:18][CH2:17][C:16]2[CH:15]=[N:14][C:13]([Cl:12])=[CH:22][C:21]=2[C:20]1=[O:23])=[O:5])[CH3:11] |^1:0|. Procedure details: Sodium (253 mg; 11 mmol) is added portion-wise to EtOH (6 ml). After complete dissolution, diethyl oxalate (800 mg; 5.5 mmol) is introduced at room temperature, followed by 3-chloro-7,8-dihydro-6H-isoquinolin-5-one (1 g; 5.5 mmol) in EtOH (30 ml). The reaction mixture is stirred for 3 h at room temperature, poured on 1 N HCl and extracted with TBME three times. The organic phases are combined, dried over Na2SO4 and evaporated to dryness, yielding the desired product as orange oil. 1H-NMR (400 MH... Reactants: CO.Cl (MeOH.HCl), N1=CC=CC2=CC=CC(=C12)S(=O)(=O)NC1=CC=C(C(=O)N2CCN(CC2)C(=O)OC(C)(C)C)C=C1 (tert-butyl 4-(4-(quinoline-8-sulfonamido)benzoyl)piperazine-1-carboxylate). Run at time 1 hour. The product is N1(CCNCC1)C(=O)C1=CC=C(C=C1)NS(=O)(=O)C=1C=CC=C2C=CC=NC12 (N-(4-(piperazine-1-carbonyl)phenyl)quinoline-8-sulfonamide). Isolated yield 93.9%. As a reaction SMILES: CO.Cl.[N:4]1[C:13]2[C:8](=[CH:9][CH:10]=[CH:11][C:12]=2[S:14]([NH:17][C:18]2[CH:38]=[CH:37][C:21]([C:22]([N:24]3[CH2:29][CH2:28][N:27](C(OC(C)(C)C)=O)[CH2:26][CH2:25]3)=[O:23])=[CH:20][CH:19]=2)(=[O:16])=[O:15])[CH:7]=[CH:6][CH:5]=1>>[N:24]1([C:22]([C:21]2[CH:20]=[CH:19][C:18]([NH:17][S:14]([C:12]3[CH:11]=[CH:10][CH:9]=[C:8]4[C:13]=3[N:4]=[CH:5][CH:6]=[CH:7]4)(=[O:16])=[O:15])=[CH:38][CH:37]=2)=[O:23])[CH2:29][CH2:28][NH:27][CH2:26][CH2:25]1 |f:0.1|. Procedure: To a solution of MeOH.HCl, Boc protected amine 138 (2 gm, 4.03 mmol) was added and the resulting mixture was stirred for 1 hr. After completion of reaction, solvent was removed under reduced pressure, washed with water followed by addition of NaHCO3 and extracted with DCM. The organic layer was dried over Na2SO4 and evaporated under reduced pressure to afford product 139 (1.5 gm, 94.30% yield). The reactants are C(C)(=O)OCCOCN1C=NC=2C(=NC=3C=CC=CC3C21)N (1-[(2-acetoxyethoxy)-methyl]-1H-imidazo[4,5-c]quinolin-4-amine), N (ammonia). The solvent is CO (methanol). Run at time 16 hour. Yields the product OCCOCN1C=NC=2C(=NC=3C=CC=CC3C21)N (1-[(2-Hydroxyethoxy)methyl]-1H-imidazo[4,5-c]quinolin-4-amine). As a reaction SMILES: C([O:4][CH2:5][CH2:6][O:7][CH2:8][N:9]1[C:21]2[C:20]3[CH:19]=[CH:18][CH:17]=[CH:16][C:15]=3[N:14]=[C:13]([NH2:22])[C:12]=2[N:11]=[CH:10]1)(=O)C.N>CO>[OH:4][CH2:5][CH2:6][O:7][CH2:8][N:9]1[C:21]2[C:20]3[CH:19]=[CH:18][CH:17]=[CH:16][C:15]=3[N:14]=[C:13]([NH2:22])[C:12]=2[N:11]=[CH:10]1. Procedure: A 2.1 g portion of 1-[(2-acetoxyethoxy)-methyl]-1H-imidazo[4,5-c]quinolin-4-amine was combined with 25 mL of 15% ammonia in methanol and stirred at room temperature for about 16 hours. The resulting precipitate was collected, rinsed with ether and dried to provide 1.1 g of a solid. This solid was recrystallized from 50 mL of ethanol to provide 0.8 g of 1-[(2-hydroxyethoxy)]methyl-1H-imidazo[4,5c]quinolin-4-amine as a yellow crystalline solid, m.p. 210°-212° C. Analysis: Calculated for C13H14N4O2...